From a dataset of the Open Reaction Database (ORD), a public repository of structured organic reaction records. describe an organic reaction: reactants, conditions, products, and yield The reactants are IC1=NN(C2=C1C(=NC=C2)OC)C(C2=CC=CC=C2)(C2=CC=CC=C2)C2=CC=CC=C2 (3-iodo-4-methoxy-1-trityl-1H-pyrazolo[4,3-c]pyridine), ClC1=NC=CC(=C1)B(O)O (2-chloropyridin-4-ylboronic acid), bis(diphenylphosphino)ferrocenepalladium chloride, C(C)#N (Acetonitrile), C(C)(=O)[O-].[K+] (potassium acetate). Solvent: O (water), ClCCl (dichloromethane). Run at temperature 100 celsius. The product is ClC1=NC=CC(=C1)C1=NN(C2=C1C(=NC=C2)OC)C(C2=CC=CC=C2)(C2=CC=CC=C2)C2=CC=CC=C2 (3-(2-Chloropyridin-4-yl)-4-methoxy-1-trityl-1H-pyrazolo[4,3-c]pyridine). Isolated yield 79.8%. As a reaction SMILES: I[C:2]1[C:6]2[C:7]([O:11][CH3:12])=[N:8][CH:9]=[CH:10][C:5]=2[N:4]([C:13]([C:26]2[CH:31]=[CH:30][CH:29]=[CH:28][CH:27]=2)([C:20]2[CH:25]=[CH:24][CH:23]=[CH:22][CH:21]=2)[C:14]2[CH:19]=[CH:18][CH:17]=[CH:16][CH:15]=2)[N:3]=1.[Cl:32][C:33]1[CH:38]=[C:37](B(O)O)[CH:36]=[CH:35][N:34]=1.C(#N)C.C([O-])(=O)C.[K+]>O.ClCCl>[Cl:32][C:33]1[CH:38]=[C:37]([C:2]2[C:6]3[C:7]([O:11][CH3:12])=[N:8][CH:9]=[CH:10][C:5]=3[N:4]([C:13]([C:26]3[CH:31]=[CH:30][CH:29]=[CH:28][CH:27]=3)([C:20]3[CH:25]=[CH:24][CH:23]=[CH:22][CH:21]=3)[C:14]3[CH:19]=[CH:18][CH:17]=[CH:16][CH:15]=3)[N:3]=2)[CH:36]=[CH:35][N:34]=1 |f:3.4|. Procedure details: To a microwave vial was charged 3-iodo-4-methoxy-1-trityl-1H-pyrazolo[4,3-c]pyridine (1.14 g, 2.21 mmol), 2-chloropyridin-4-ylboronic acid (0.366 g, 2.32 mmol) and bis(diphenylphosphino)ferrocenepalladium chloride (181 mg, 0.221 mmol). Acetonitrile (14 mL, 270 mmol) and 1.0 M of potassium acetate in water (5.3 mL) were then added and the reaction mixture was degassed with nitrogen for 10 minutes and then heated to 100° C. under microwave irradiation for 40 minutes. Upon reaction completion, the ... The reactants are N1=CC=CC=C1 (pyridine), COC(CC=1C(=NNC1C1=CC=C(C=C1)Cl)C)=O (methyl[5-(4-chlorophenyl)-3-methyl-1H-pyrazol-4-yl]acetate), Cl (HCl), ClC1=NC=C(C=N1)B(O)O (2-chloropyrimidine-5-boronic acid). Reagents/catalysts: C(C)(=O)[O-].[Cu+2].C(C)(=O)[O-] (copper(II) acetate). Run in ClCCl (dichloromethane). Conditions: temperature 20 celsius, time 24 hour. The product is COC(CC=1C(=NN(C1C1=CC=C(C=C1)Cl)C=1C=NC(=NC1)Cl)C)=O (Methyl-[5-(4-chlorophenyl)-1-(2-chloropyrimidin-5-yl)-3-methyl-1H-pyrazol-4-yl]acetate). Reaction SMILES: N1C=CC=CC=1.[CH3:7][O:8][C:9](=[O:24])[CH2:10][C:11]1[C:12]([CH3:23])=[N:13][NH:14][C:15]=1[C:16]1[CH:21]=[CH:20][C:19]([Cl:22])=[CH:18][CH:17]=1.[Cl:25][C:26]1[N:31]=[CH:30][C:29](B(O)O)=[CH:28][N:27]=1.Cl>ClCCl.C([O-])(=O)C.[Cu+2].C([O-])(=O)C>[CH3:7][O:8][C:9](=[O:24])[CH2:10][C:11]1[C:12]([CH3:23])=[N:13][N:14]([C:29]2[CH:28]=[N:27][C:26]([Cl:25])=[N:31][CH:30]=2)[C:15]=1[C:16]1[CH:21]=[CH:20][C:19]([Cl:22])=[CH:18][CH:17]=1 |f:5.6.7|. Procedure: 0.515 g (3 mmol) of copper(II) acetate and 0.306 ml (4 mmol) of pyridine were added to 0.5 g (2 mmol) of methyl[5-(4-chlorophenyl)-3-methyl-1H-pyrazol-4-yl]acetate in 10 ml of dichloromethane. 0.598 g (4 mmol) of 2-chloropyrimidine-5-boronic acid was then added, and the mixture was stirred at 20° C. for 24 h. The mixture was then added to 1 M HCl and extracted with dichloromethane. The combined organic phases were dried with magnesium sulfate, filtered and concentrated. The crude product was pur... The reagents and catalysts are [Pd] (palladium-on-carbon). Reactants: CC1(OC2=CC(=CC(=C2C=C1)C)C)COC1=CC=C(C=C1)[N+](=O)[O-] (2,5,7-trimethyl-2-(4-nitrophenoxymethyl)-2H-chromene), CO (methanol). Solvent: C1=CC=CC=C1 (benzene). Isolated yield 75.0%. Product: NC1=CC=C(OCC2(OC3=CC(=CC(=C3CC2)C)C)C)C=C1 (2-(4-Aminophenoxymethyl)-2,5,7-trimethylchroman). Reported procedure: Following a procedure similar to that described in Preparation 4, 2.1 g of 2,5,7-trimethyl-2-(4-nitrophenoxymethyl)-2H-chromene (prepared as described in Preparation 25) were hydrogenated at atmospheric pressure, using 200 mg of 10% w/w/ palladium-on-carbon, 20 ml of methanol and 50 ml of benzene, to afford 1.44 g of the title compound. Reaction SMILES: [CH3:1][C:2]1([CH2:14][O:15][C:16]2[CH:21]=[CH:20][C:19]([N+:22]([O-])=O)=[CH:18][CH:17]=2)[CH:11]=[CH:10][C:9]2[C:4](=[CH:5][C:6]([CH3:13])=[CH:7][C:8]=2[CH3:12])[O:3]1.CO>[Pd].C1C=CC=CC=1>[NH2:22][C:19]1[CH:20]=[CH:21][C:16]([O:15][CH2:14][C:2]2([CH3:1])[CH2:11][CH2:10][C:9]3[C:4](=[CH:5][C:6]([CH3:13])=[CH:7][C:8]=3[CH3:12])[O:3]2)=[CH:17][CH:18]=1. Reactants: CC/C=C\C[C@@H]1[C@H](CCC1=O)CC(=O)O (jasmonic acid). The reagents and catalysts are [Pd] (Pd/C). The solvent is C1CCOC1 (THF). Run at time 4 hour. Yields the product O=C1C(C(CC1)CC(=O)O)CCCCC (2-(3-oxo-2-(pentanyl)cyclopentyl)acetic acid). Yield: 99.0%. As a reaction SMILES: [CH3:1][CH2:2]/[CH:3]=[CH:4]\[CH2:5][C@H:6]1[C:10](=[O:11])[CH2:9][CH2:8][C@@H:7]1[CH2:12][C:13]([OH:15])=[O:14]>C1COCC1.[Pd]>[O:11]=[C:10]1[CH2:9][CH2:8][CH:7]([CH2:12][C:13]([OH:15])=[O:14])[CH:6]1[CH2:5][CH2:4][CH2:3][CH2:2][CH3:1]. Reported procedure: A mixture of 2.5 g (11.9 mmol) jasmonic acid (i.e. 2-(3-oxo-2-(2-pentenyl)cyclopentyl)acetic acid) and Pd/C (0.5 g) in THF (50 mL) was hydrogenated at room temperature for 4 h. The reaction mixture was filtered and the filtrate was concentrated to give 2-(3-oxo-2-(pentanyl)cyclopentyl)acetic acid (2.5 g, 100%) as yellow oil.